This data is from the Open Reaction Database (ORD), a public repository of structured organic reaction records. The task is: describe an organic reaction: reactants, conditions, products, and yield Starting materials: C(#N)C1=CC=C2C=3C(C4=C(C(C3NC2=C1)(C)C)C=C(C=C4)OS(=O)(=O)C(F)(F)F)=O (Trifluoro-methanesulfonic acid 3-cyano-6,6-dimethyl-11-oxo-6,11-dihydro-5H-benzo[b]carbazol-8-yl ester), OCCN1CCNCC1 (N-(2-hydroxyethyl)piperazine). Product: OCCN1CCN(CC1)C=1C=CC2=C(C(C=3NC4=CC(=CC=C4C3C2=O)C#N)(C)C)C1 (8-[4-(2-Hydroxy-ethyl)-piperazin-1-yl]-6,6-dimethyl-11-oxo-6,11-dihydro-5H-benzo[b]carbazole-3-carbonitrile). Reaction SMILES: [C:1]([C:3]1[CH:15]=[C:14]2[C:6]([C:7]3[C:8](=[O:30])[C:9]4[CH:21]=[CH:20][C:19](OS(C(F)(F)F)(=O)=O)=[CH:18][C:10]=4[C:11]([CH3:17])([CH3:16])[C:12]=3[NH:13]2)=[CH:5][CH:4]=1)#[N:2].[OH:31][CH2:32][CH2:33][N:34]1[CH2:39][CH2:38][NH:37][CH2:36][CH2:35]1>>[OH:31][CH2:32][CH2:33][N:34]1[CH2:39][CH2:38][N:37]([C:19]2[CH:20]=[CH:21][C:9]3[C:8](=[O:30])[C:7]4[C:6]5[C:14](=[CH:15][C:3]([C:1]#[N:2])=[CH:4][CH:5]=5)[NH:13][C:12]=4[C:11]([CH3:17])([CH3:16])[C:10]=3[CH:18]=2)[CH2:36][CH2:35]1. Procedure: According to the same method as the method for synthesizing Compound B2-1, the title compound was prepared from Compound B1 and N-(2-hydroxyethyl)piperazine. Procedure details: The title compound was prepared from (2-amino-4-trifluoromethyl-phenyl)-carbamic acid tert-butyl ester (Example J3) (207 mg, 0.75 mmol) and 3-[3-(2-cyclopropyl-pyridin-3-yl)-phenyl]-3-oxo-propionic acid tert-butyl ester (Example K29) (253 mg, 0.75 mmol) according to the general procedure M. Obtained as a yellow oil (223 mg, 58%). Reaction SMILES: [C:1]([O:5][C:6](=[O:19])[NH:7][C:8]1[CH:13]=[CH:12][C:11]([C:14]([F:17])([F:16])[F:15])=[CH:10][C:9]=1[NH2:18])([CH3:4])([CH3:3])[CH3:2].C([O:24][C:25](=O)[CH2:26][C:27]([C:29]1[CH:34]=[CH:33][CH:32]=[C:31]([C:35]2[C:36]([CH:41]3[CH2:43][CH2:42]3)=[N:37][CH:38]=[CH:39][CH:40]=2)[CH:30]=1)=[O:28])(C)(C)C>>[C:1]([O:5][C:6](=[O:19])[NH:7][C:8]1[CH:13]=[CH:12][C:11]([C:14]([F:17])([F:16])[F:15])=[CH:10][C:9]=1[NH:18][C:25](=[O:24])[CH2:26][C:27]([C:29]1[CH:34]=[CH:33][CH:32]=[C:31]([C:35]2[C:36]([CH:41]3[CH2:42][CH2:43]3)=[N:37][CH:38]=[CH:39][CH:40]=2)[CH:30]=1)=[O:28])([CH3:4])([CH3:2])[CH3:3]. Yield: 58.0%. Starting materials: C(C)(C)(C)OC(NC1=C(C=C(C=C1)C(F)(F)F)N)=O ((2-amino-4-trifluoromethyl-phenyl)-carbamic acid tert-butyl ester), C(C)(C)(C)OC(CC(=O)C1=CC(=CC=C1)C=1C(=NC=CC1)C1CC1)=O (3-[3-(2-cyclopropyl-pyridin-3-yl)-phenyl]-3-oxo-propionic acid tert-butyl ester). Product: C(C)(C)(C)OC(NC1=C(C=C(C=C1)C(F)(F)F)NC(CC(=O)C1=CC(=CC=C1)C=1C(=NC=CC1)C1CC1)=O)=O ((2-{3-[3-(2-Cyclopropyl-pyridin-3-yl)-phenyl]-3-oxo-propionylamino}-4-trifluoromethyl-phenyl)-carbamic acid tert-butyl ester), oil. Starting materials: Cl.C(CC)N(C(=O)C=1C=CC2=C(N=C(S2)CNC2=CC=C(C=C2)C(N)=N)C1)CCC(=O)OCC (2-[N-(4-amidinophenyl)aminomethyl]benzothiazol-5-yl-carboxylic acid-N-(n-propyl)-N-(2-ethoxycarbonylethyl)amide hydrochloride), [OH-].[Na+] (sodium hydroxide), C22H25N5O3S. The reagents and catalysts are C(C)(=O)O (acetic acid). Solvent: C(Cl)Cl.C(C)O (methylene chloride ethanol). Yields the product Cl.C(CC)N(C(=O)C=1C=CC2=C(N=C(S2)CNC2=CC=C(C=C2)C(N)=N)C1)CCC(=O)O (2-[N-(4-amidinophenyl)aminomethyl]benzothiazol-5-yl-carboxylic acid-N-(n-propyl)-N-(2-hydroxycarbonylethyl)amide hydrochloride). The yield is 75.0%. RXN SMILES: [ClH:1].[CH2:2]([N:5]([CH2:28][CH2:29][C:30]([O:32]CC)=[O:31])[C:6]([C:8]1[CH:9]=[CH:10][C:11]2[S:15][C:14]([CH2:16][NH:17][C:18]3[CH:23]=[CH:22][C:21]([C:24](=[NH:26])[NH2:25])=[CH:20][CH:19]=3)=[N:13][C:12]=2[CH:27]=1)=[O:7])[CH2:3][CH3:4].[OH-].[Na+]>C(O)(=O)C.C(Cl)Cl.C(O)C>[ClH:1].[CH2:2]([N:5]([CH2:28][CH2:29][C:30]([OH:32])=[O:31])[C:6]([C:8]1[CH:9]=[CH:10][C:11]2[S:15][C:14]([CH2:16][NH:17][C:18]3[CH:23]=[CH:22][C:21]([C:24](=[NH:25])[NH2:26])=[CH:20][CH:19]=3)=[N:13][C:12]=2[CH:27]=1)=[O:7])[CH2:3][CH3:4] |f:0.1,2.3,5.6,7.8|. Procedure: Prepared analogously to Example 10 from 2-[N-(4-amidinophenyl)aminomethyl]benzothiazol-5-yl-carboxylic acid-N-(n-propyl)-N-(2-ethoxycarbonylethyl)amide hydrochloride and sodium hydroxide solution. Yield: 75% of theory, C22H25N5O3S (439.54); Rf value: 0.14 (silica gel; methylene chloride/ethanol=4:1+a few drops of acetic acid); EKA mass spectrum: (M+H)+=440; (M+H+Na)++=231.6.